Dataset: the Open Reaction Database (ORD), a public repository of structured organic reaction records. Task: describe an organic reaction: reactants, conditions, products, and yield The reactants are CC(C)(C)OC(=O)CBr, CCCC[N+](CCCC)(CCCC)CCCC, COc1ccc(-c2c(-c3ccccc3)oc3ncnc(OCC4(CO)CCC4)c23)cc1, Cc1ccccc1, Cl, [Na+], [OH-], O=S(=O)([O-])O. Yields the product COc1ccc(-c2c(-c3ccccc3)oc3ncnc(OCC4(COCC(=O)OC(C)(C)C)CCC4)c23)cc1. Reaction SMILES: [C:34]([CH3:35])([CH3:36])([CH3:37])[O:38][C:39]([CH2:40][Br:41])=[O:42].[CH2:56]([N+:57]([CH2:58][CH2:59][CH2:60][CH3:61])([CH2:62][CH2:63][CH2:64][CH3:65])[CH2:66][CH2:67][CH2:68][CH3:69])[CH2:70][CH2:71][CH3:72].[CH3:3][O:4][c:5]1[cH:6][cH:7][c:8](-[c:11]2[c:12](-[c:28]3[cH:29][cH:30][cH:31][cH:32][cH:33]3)[o:13][c:14]3[n:15][cH:16][n:17][c:18]([O:20][CH2:21][C:22]4([CH2:26][OH:27])[CH2:23][CH2:24][CH2:25]4)[c:19]23)[cH:9][cH:10]1.[CH3:44][c:45]1[cH:46][cH:47][cH:48][cH:49][cH:50]1.[ClH:43].[Na+:2].[OH-:1].[S:51]([O-:52])([OH:53])(=[O:54])=[O:55]>>[CH3:3][O:4][c:5]1[cH:6][cH:7][c:8](-[c:11]2[c:12](-[c:28]3[cH:29][cH:30][cH:31][cH:32][cH:33]3)[o:13][c:14]3[n:15][cH:16][n:17][c:18]([O:20][CH2:21][C:22]4([CH2:26][O:27][CH2:40][C:39]([O:38][C:34]([CH3:35])([CH3:36])[CH3:37])=[O:42])[CH2:23][CH2:24][CH2:25]4)[c:19]23)[cH:9][cH:10]1. Starting materials: [BH4-], CO, CC(=O)O, [Na+], O=C1CCc2c(O)cccc2C1. Product: Oc1cccc2c1CCC(O)C2. As a reaction SMILES: [BH4-:15].[CH3:13][OH:14].[CH3:17][C:18](=[O:19])[OH:20].[Na+:16].[OH:1][c:2]1[c:3]2[c:8]([cH:9][cH:10][cH:11]1)[CH2:7][C:6](=[O:12])[CH2:5][CH2:4]2>>[OH:1][c:2]1[c:3]2[c:8]([cH:9][cH:10][cH:11]1)[CH2:7][CH:6]([OH:12])[CH2:5][CH2:4]2. Starting materials: O=C(Nc1cc(S(=O)(=O)O)cc2cc(S(=O)(=O)O)cc(S(=O)(=O)O)c12)c1ccc([N+](=O)[O-])cc1S(=O)(=O)O, O. The product is Nc1ccc(C(=O)Nc2cc(S(=O)(=O)O)cc3cc(S(=O)(=O)O)cc(S(=O)(=O)O)c23)c(S(=O)(=O)O)c1. As a reaction SMILES: [N+:1]([O-:2])(=[O:3])[c:4]1[cH:5][c:6]([S:35](=[O:36])(=[O:37])[OH:38])[c:7]([C:8](=[O:9])[NH:10][c:11]2[cH:12][c:13]([S:29](=[O:30])(=[O:31])[OH:32])[cH:14][c:15]3[cH:16][c:17]([S:25](=[O:26])(=[O:27])[OH:28])[cH:18][c:19]([S:21](=[O:22])(=[O:23])[OH:24])[c:20]23)[cH:33][cH:34]1.[OH2:39]>>[NH2:1][c:4]1[cH:5][c:6]([S:35](=[O:36])(=[O:37])[OH:38])[c:7]([C:8](=[O:9])[NH:10][c:11]2[cH:12][c:13]([S:29](=[O:30])(=[O:31])[OH:32])[cH:14][c:15]3[cH:16][c:17]([S:25](=[O:26])(=[O:27])[OH:28])[cH:18][c:19]([S:21](=[O:22])(=[O:23])[OH:24])[c:20]23)[cH:33][cH:34]1. Reactants: O=C([O-])[O-], CCCI, [K+], [K+], CN(C)C=O, CC(C)(C)OC(=O)N1CCc2ccc(O)cc2C1. Product: CCCOc1ccc2c(c1)CN(C(=O)OC(C)(C)C)CC2. As a reaction SMILES: [C:19](=[O:20])([O-:21])[O-:22].[CH2:25]([CH2:26][CH3:27])[I:28].[K+:23].[K+:24].[O:29]=[CH:30][N:31]([CH3:32])[CH3:33].[OH:1][c:2]1[cH:3][cH:4][c:5]2[c:10]([cH:11]1)[CH2:9][N:8]([C:12](=[O:13])[O:14][C:15]([CH3:16])([CH3:17])[CH3:18])[CH2:7][CH2:6]2>>[O:1]([c:2]1[cH:3][cH:4][c:5]2[c:10]([cH:11]1)[CH2:9][N:8]([C:12](=[O:13])[O:14][C:15]([CH3:16])([CH3:17])[CH3:18])[CH2:7][CH2:6]2)[CH2:25][CH2:26][CH3:27]. Reactants: Example 1 ( 1b ), C(C)(C)(C)OC(CNC(C1=CC=C(C=C1)O)=O)=O (N-(4-Hydroxybenzoyl)glycine tert-butyl ester), O1COC2=C1C=CC(=C2)CCO (2-(1,3-benzodioxol-5-yl)ethanol). Product: O1COC2=C1C=CC(=C2)CCOC2=CC=C(C(=O)NCC(=O)O)C=C2 (N-{4-[2-(1,3-Benzodioxol-5-yl)ethoxy]benzoyl}glycine). The yield is 87.0%. As a reaction SMILES: C([O:5][C:6](=[O:18])[CH2:7][NH:8][C:9](=[O:17])[C:10]1[CH:15]=[CH:14][C:13]([OH:16])=[CH:12][CH:11]=1)(C)(C)C.[O:19]1[C:23]2[CH:24]=[CH:25][C:26]([CH2:28][CH2:29]O)=[CH:27][C:22]=2[O:21][CH2:20]1>>[O:19]1[C:23]2[CH:24]=[CH:25][C:26]([CH2:28][CH2:29][O:16][C:13]3[CH:12]=[CH:11][C:10]([C:9]([NH:8][CH2:7][C:6]([OH:5])=[O:18])=[O:17])=[CH:15][CH:14]=3)=[CH:27][C:22]=2[O:21][CH2:20]1. Procedure details: The same reaction as in Example 1 (1b) was conducted using N-(4-hydroxybenzoyl)glycine tert-butyl ester (300 mg, 1.19 mmol) prepared in Example 1 (1a) and 2-(1,3-benzodioxol-5-yl)ethanol (which is the compound disclosed in Tetrahedron, (2003), 59, 3369-3378, 239 mg, 1.44 mmol) to give 356 mg of the title compound (pale red powder, yield: 87%). The reactants are CCC(CC)Oc1cc(C)nc(Oc2c(C)cc(C)cc2C)c1C, CS(=O)(=O)O, CCOC(C)=O. Product: CCC(CC)Oc1cc(C)[nH+]c(Oc2c(C)cc(C)cc2C)c1C, CS(=O)(=O)[O-]. As a reaction SMILES: [CH2:1]([CH3:2])[CH:3]([CH2:4][CH3:5])[O:6][c:7]1[c:8]([CH3:24])[c:9]([O:14][c:15]2[c:16]([CH3:23])[cH:17][c:18]([CH3:22])[cH:19][c:20]2[CH3:21])[n:10][c:11]([CH3:13])[cH:12]1.[CH3:25][S:26]([OH:27])(=[O:28])=[O:29].[CH3:30][CH2:31][O:32][C:33](=[O:34])[CH3:35]>>[CH2:1]([CH3:2])[CH:3]([CH2:4][CH3:5])[O:6][c:7]1[c:8]([CH3:24])[c:9]([O:14][c:15]2[c:16]([CH3:23])[cH:17][c:18]([CH3:22])[cH:19][c:20]2[CH3:21])[nH+:10][c:11]([CH3:13])[cH:12]1.[CH3:25][S:26](=[O:27])(=[O:28])[O-:29]. The reactants are C(C(C)C)C1=C(C=NC2=CC=CC=C12)[N+](=O)[O-] (4-isobutyl-3-nitro quinoline). The reagents and catalysts are [Pd] (Pd/C). The solvent is C1(=CC=CC=C1)C (toluene). Product: C(C(C)C)C1=C(C=NC2=CC=CC=C12)N (4-isobutyl 3-amino quinoline). RXN SMILES: [CH2:1]([C:5]1[C:14]2[C:9](=[CH:10][CH:11]=[CH:12][CH:13]=2)[N:8]=[CH:7][C:6]=1[N+:15]([O-])=O)[CH:2]([CH3:4])[CH3:3]>C1(C)C=CC=CC=1.[Pd]>[CH2:1]([C:5]1[C:14]2[C:9](=[CH:10][CH:11]=[CH:12][CH:13]=2)[N:8]=[CH:7][C:6]=1[NH2:15])[CH:2]([CH3:4])[CH3:3]. Procedure details: The nitroxide group on the 4-isobutyl-3-nitro quinoline produced in Example 1 is reduced by catalytic reduction using toluene as solvent, Pd/C 5% (50% wet) as catalyst, at 40-45° C. and atmospheric pressure to produce 4-isobutyl 3-amino quinoline. The rate of reaction depends on efficiency of stirring. After catalyst filtration the solution is ready for the next step. Starting materials: BrC=1C=CC(=NC1)OC (5-bromo-2-methoxypyridine), COC1=CC=C(C=C1)B(O)O (4-methoxyphenylboronic acid). Product: COC1=NC=C(C=C1)C1=CC=C(C=C1)OC (2-Methoxy-5-(4-methoxyphenyl)pyridine). The yield is 61.4%. As a reaction SMILES: Br[C:2]1[CH:3]=[CH:4][C:5]([O:8][CH3:9])=[N:6][CH:7]=1.[CH3:10][O:11][C:12]1[CH:17]=[CH:16][C:15](B(O)O)=[CH:14][CH:13]=1>>[CH3:9][O:8][C:5]1[CH:4]=[CH:3][C:2]([C:15]2[CH:16]=[CH:17][C:12]([O:11][CH3:10])=[CH:13][CH:14]=2)=[CH:7][N:6]=1. Reported procedure: According to Scheme 4 Method B: The title compound was prepared according to Example 1 Step 3 from 5-bromo-2-methoxypyridine (12.1 mmol, 2.30 g) and 4-methoxyphenylboronic acid (18.2 mmol, 2.76 g), then purified by flash chromatography over silica gel (AIT Flashsmart prepacked column 25 g SiO2, CH2Cl2/MeOH 100/0 to 95/5), yielding the title compound (1.60 g, 61%). The reactants are ClC1=CC=C(CN2CCNCC2)C=C1 (1-p-chlorobenzyl-piperazine), ClC=1N=CC2=C(N1)N(C=C(C2=O)C(=O)OCC)CC (2-chloro-5-oxo-6-carbethoxy-8-ethyl-5,8-dihydro-pyrido(2,3-d)pyrimidine). The product is ClC1=CC=C(CN2CCN(CC2)C=2N=CC3=C(N2)N(C=C(C3=O)C(=O)OCC)CC)C=C1 (2-(4'-p-chlorobenzyl-piperazino)-5-oxo-6-carbethoxy-8-ethyl-5,8-dihydro-pyrido(2,3-d)pyrimidine). Yield: 74.0%. Reaction SMILES: [Cl:1][C:2]1[CH:14]=[CH:13][C:5]([CH2:6][N:7]2[CH2:12][CH2:11][NH:10][CH2:9][CH2:8]2)=[CH:4][CH:3]=1.Cl[C:16]1[N:17]=[CH:18][C:19]2[C:25](=[O:26])[C:24]([C:27]([O:29][CH2:30][CH3:31])=[O:28])=[CH:23][N:22]([CH2:32][CH3:33])[C:20]=2[N:21]=1>>[Cl:1][C:2]1[CH:14]=[CH:13][C:5]([CH2:6][N:7]2[CH2:12][CH2:11][N:10]([C:16]3[N:17]=[CH:18][C:19]4[C:25](=[O:26])[C:24]([C:27]([O:29][CH2:30][CH3:31])=[O:28])=[CH:23][N:22]([CH2:32][CH3:33])[C:20]=4[N:21]=3)[CH2:9][CH2:8]2)=[CH:4][CH:3]=1. Procedure: Condensation of 1-p-chlorobenzyl-piperazine with 2-chloro-5-oxo-6-carbethoxy-8-ethyl-5,8-dihydro-pyrido(2,3-d)pyrimidine, as described in Example VII, gives, in a yield of 74%, 2-(4'-p-chlorobenzyl-piperazino)-5-oxo-6-carbethoxy-8-ethyl-5,8-dihydro-pyrido(2,3-d)pyrimidine; melting point 150° C., after recrystallisation from ethyl acetate. Reactants: CON(C(C1=CN=C(C=C1)C(F)(F)F)=O)C (N-Methoxy-N-methyl-6-(trifluoromethyl)nicotinamide), CON(C(C1=CN=C(C=C1)C(F)(F)F)=O)C (N-Methoxy-N-methyl-6-(trifluoromethyl)nicotinamide), BrC1=CN=CN1C (5-bromo-1-methyl-1H-imidazole). The solvent is C1CCOC1 (THF), C1CCOC1 (THF), C1CCOC1 (THF). Reaction conditions: temperature 5.3 celsius, time 60 minute. Product: CN1C=NC=C1C(=O)C=1C=NC(=CC1)C(F)(F)F ((1-Methyl-1H-imidazol-5-yl)(6-(trifluoromethyl)pyridin-3-yl)methanone). As a reaction SMILES: Br[C:2]1[N:6]([CH3:7])[CH:5]=[N:4][CH:3]=1.CON(C)[C:11](=[O:22])[C:12]1[CH:17]=[CH:16][C:15]([C:18]([F:21])([F:20])[F:19])=[N:14][CH:13]=1>C1COCC1>[CH3:7][N:6]1[C:2]([C:11]([C:12]2[CH:13]=[N:14][C:15]([C:18]([F:21])([F:19])[F:20])=[CH:16][CH:17]=2)=[O:22])=[CH:3][N:4]=[CH:5]1. Procedure details: To a 3 L 4-neck flask equipped with an overhead stirrer, nitrogen bubbler, and thermocouple was added 5-bromo-1-methyl-1H-imidazole (47.96 g, 297.9 mmol), followed by THF (537 mL). To this room temperature solution was added isopropylmagnesium chloride/lithium chloride complex [1.3 M] (246.8 mL, 320.8 mmol) (addition temperature maintained between 16.6 and 25° C.) to afford a milky suspension and the reaction was stirred for 60 minutes and then cooled to 5.3° C. in an ice bath. To this mixture w...